The task is: describe an organic reaction: reactants, conditions, products, and yield. This data is from the Open Reaction Database (ORD), a public repository of structured organic reaction records. Starting materials: C1(CC1)NC1CCC2=C1N(C=1C=CC(=CC21)O)C (3-(N-Cyclopropyl)amino-4-methyl-1,2,3,4-tetrahydrocyclopent[b]indol-7-ol), N12CCCCCC2=NCCC1 (1,8-diazabicyclo[5.4.0]undec-7-ene), CCCCCC.C(C)(=O)OCC (hexane ethyl acetate), CN=C=O (methyl isocyanate). Run in C(Cl)Cl (CH2Cl2). Run at temperature 0 celsius. Yields the product CNC(OC1=CC=2C3=C(N(C2C=C1)C)C(CC3)NC3CC3)=O (3-(N-Cyclo-propyl)amino-4-methyl-1,2,3,4- tetrahydrocyclopent[b]indol-7-yl methylcarbamate). Reaction SMILES: [CH:1]1([NH:4][CH:5]2[C:9]3[N:10]([CH3:18])[C:11]4[CH:12]=[CH:13][C:14]([OH:17])=[CH:15][C:16]=4[C:8]=3[CH2:7][CH2:6]2)[CH2:3][CH2:2]1.N12CCCN=C1CCCCC2.[CH3:30][N:31]=[C:32]=[O:33].CCCCCC.C(OCC)(=O)C>C(Cl)Cl>[CH3:30][NH:31][C:32](=[O:33])[O:17][C:14]1[CH:13]=[CH:12][C:11]2[N:10]([CH3:18])[C:9]3[CH:5]([NH:4][CH:1]4[CH2:3][CH2:2]4)[CH2:6][CH2:7][C:8]=3[C:16]=2[CH:15]=1 |f:3.4|. Reported procedure: 3-(N-Cyclopropyl)amino-4-methyl-1,2,3,4-tetrahydrocyclopent[b]indol-7-ol (2.2 g) was dissolved in CH2Cl2 (200 ml) with 1,8-diazabicyclo[5.4.0]undec-7-ene (DBU; 0.21 g) and the solution was cooled to 0° C. A solution of methyl isocyanate (0.52 g in 30 ml CH2Cl2) was added slowly to the cooled solution and the reaction was monitored by thin layer chromatography (silica gel, 1:1 hexane/ethyl acetate). After warming to room temperature, the mixture was washed successively with water (2×100 ml), brin...